This data is from the Open Reaction Database (ORD), a public repository of structured organic reaction records. The task is: describe an organic reaction: reactants, conditions, products, and yield Reactants: ClCC=1N=C(OC1C)C1=CC=C(C=C1)OC(C)C (4-chloromethyl-2-(4-isopropoxy-phenyl)-5-methyl-oxazole), C([O-])([O-])=O.[K+].[K+] (potassium carbonate), [I-].[K+] (potassium iodide), C(C)OC(C(CC1=CC=C(C=2CCOC21)O)OCC)=O ([rac]-2-ethoxy-3-(4-hydroxy-2,3-dihydro-benzofuran-7-yl)-propionic acid ethyl ester). The product is C(C)OC(C(CC1=CC=C(C=2CCOC21)OCC=2N=C(OC2C)C2=CC=C(C=C2)OC(C)C)OCC)=O ([rac]-2-ethoxy-3-{4-[2-(4-isopropoxy-phenyl)-5-methyl-oxazol-4-ylmethoxy]-2,3-dihydro-benzofuran-7-yl}-propionic acid ethyl ester). RXN SMILES: [CH2:1]([O:3][C:4](=[O:20])[CH:5]([O:17][CH2:18][CH3:19])[CH2:6][C:7]1[C:15]2[O:14][CH2:13][CH2:12][C:11]=2[C:10]([OH:16])=[CH:9][CH:8]=1)[CH3:2].Cl[CH2:22][C:23]1[N:24]=[C:25]([C:29]2[CH:34]=[CH:33][C:32]([O:35][CH:36]([CH3:38])[CH3:37])=[CH:31][CH:30]=2)[O:26][C:27]=1[CH3:28].C(=O)([O-])[O-].[K+].[K+].[I-].[K+]>>[CH2:1]([O:3][C:4](=[O:20])[CH:5]([O:17][CH2:18][CH3:19])[CH2:6][C:7]1[C:15]2[O:14][CH2:13][CH2:12][C:11]=2[C:10]([O:16][CH2:22][C:23]2[N:24]=[C:25]([C:29]3[CH:34]=[CH:33][C:32]([O:35][CH:36]([CH3:38])[CH3:37])=[CH:31][CH:30]=3)[O:26][C:27]=2[CH3:28])=[CH:9][CH:8]=1)[CH3:2] |f:2.3.4,5.6|. Reported procedure: In analogy to the procedure described in example 120 f], [rac]-2-ethoxy-3-(4-hydroxy-2,3-dihydro-benzofuran-7-yl)-propionic acid ethyl ester (example 125 a]) was reacted with 4-chloromethyl-2-(4-isopropoxy-phenyl)-5-methyl-oxazole (example 124 a]) in the presence of potassium carbonate and potassium iodide to yield [rac]-2-ethoxy-3-{4-[2-(4-isopropoxy-phenyl)-5-methyl-oxazol-4-ylmethoxy]-2,3-dihydro-benzofuran-7-yl}-propionic acid ethyl ester, which was further saponified in analogy to the proce... The reactants are COc1ccc2c(c1)N(CCNC(=O)c1ccccc1)CC(c1ccccc1)O2, Cl, O=C=Nc1ccccc1, O, c1ccncc1. Yields the product COc1ccc2c(c1)N(CCNC(=O)Nc1ccccc1)CC(c1ccccc1)O2. As a reaction SMILES: [CH3:10][O:11][c:12]1[cH:13][cH:14][c:15]2[c:16]([cH:38]1)[N:17]([CH2:27][CH2:28][NH:29][C:30](=[O:31])[c:32]1[cH:33][cH:34][cH:35][cH:36][cH:37]1)[CH2:18][CH:19]([c:21]1[cH:22][cH:23][cH:24][cH:25][cH:26]1)[O:20]2.[ClH:40].[O:1]=[C:2]=[N:3][c:4]1[cH:5][cH:6][cH:7][cH:8][cH:9]1.[OH2:39].[cH:41]1[cH:42][cH:43][n:44][cH:45][cH:46]1>>[O:1]=[C:2]([NH:3][c:4]1[cH:5][cH:6][cH:7][cH:8][cH:9]1)[NH:29][CH2:28][CH2:27][N:17]1[c:16]2[c:15]([cH:14][cH:13][c:12]([O:11][CH3:10])[cH:38]2)[O:20][CH:19]([c:21]2[cH:22][cH:23][cH:24][cH:25][cH:26]2)[CH2:18]1. The reactants are N1=CNC2=C1C=CC(=C2)C(=O)OCC (ethyl benzimidazole-5-carboxylate), ClCCN(CC)CC (N-(2-chloro-1-ethyl)-N,N-diethylamine), C([O-])([O-])=O.[K+].[K+] (potassium carbonate). Solvent: CN(C=O)C (dimethylformamide). The product is C(C)N(CC)CCN1C=NC2=C1C=CC(=C2)C(=O)OCC (Ethyl 1-(2-(N,N-diethylamino)-1-ethyl)benzimidazole-5-carboxylate). RXN SMILES: [N:1]1[C:5]2[CH:6]=[CH:7][C:8]([C:10]([O:12][CH2:13][CH3:14])=[O:11])=[CH:9][C:4]=2[NH:3][CH:2]=1.Cl[CH2:16][CH2:17][N:18]([CH2:21][CH3:22])[CH2:19][CH3:20].C(=O)([O-])[O-].[K+].[K+]>CN(C)C=O>[CH2:17]([N:18]([CH2:21][CH2:22][N:1]1[C:5]2[CH:6]=[CH:7][C:8]([C:10]([O:12][CH2:13][CH3:14])=[O:11])=[CH:9][C:4]=2[N:3]=[CH:2]1)[CH2:19][CH3:20])[CH3:16] |f:2.3.4|. Procedure: 5.4 g (28.4 mmol) of ethyl benzimidazole-5-carboxylate, 9.8 g (56.8 mmol) of N-(2-chloro-1-ethyl)-N,N-diethylamine and 7.9 g (56.8 mmol) of potassium carbonate were heated in 100 ml of dimethylformamide at 100° C. for 4 hours. The mixture was then filtered, the filtrate was concentrated in vacuo, and the resulting residue was purified by chromatography (mobile phase: ethyl acetate/acetone=1/1). 2.6 g of an isomer mixture containing ethyl 3-(2-(N,N-diethylamino)-1-ethyl)benzimidazole-5-carboxylat... Reactants: COC(=O)CC(NC(=O)OC(C)(C)C)C(=O)OC, CCC(=O)c1ncc[nH]1, [Li]CCCC, CCCCCC, CC(C)[NH-], CC(C)NC(C)C, [Cl-], [Li+], [NH4+], C1CCOC1, O. Yields the product CCC(=O)C(C(=O)OC)C(NC(=O)OC(C)(C)C)C(=O)OC. Reaction SMILES: [C:1]([CH3:2])([CH3:3])([CH3:4])[O:5][C:6](=[O:7])[NH:8][CH:9]([CH2:10][C:11](=[O:12])[O:13][CH3:14])[C:15](=[O:16])[O:17][CH3:18].[C:42]([CH2:43][CH3:44])(=[O:45])[c:46]1[nH:47][cH:48][cH:49][n:50]1.[CH2:37]([Li:38])[CH2:39][CH2:40][CH3:41].[CH3:31][CH2:32][CH2:33][CH2:34][CH2:35][CH3:36].[CH:19]([NH-:20])([CH3:21])[CH3:22].[CH:24]([NH:25][CH:26]([CH3:27])[CH3:28])([CH3:29])[CH3:30].[Cl-:51].[Li+:23].[NH4+:52].[O:53]1[CH2:54][CH2:55][CH2:56][CH2:57]1.[OH2:58]>>[C:1]([CH3:2])([CH3:3])([CH3:4])[O:5][C:6](=[O:7])[NH:8][CH:9]([CH:10]([C:11](=[O:12])[O:13][CH3:14])[C:42]([CH2:43][CH3:44])=[O:45])[C:15](=[O:16])[O:17][CH3:18].